This data is from the Open Reaction Database (ORD), a public repository of structured organic reaction records. The task is: describe an organic reaction: reactants, conditions, products, and yield The reactants are CC(C)(C)OC(=O)NCCOCCOCCOCCOCCOCCOCCOCCOCCOCCOCCOCCNc1c(NCCCOCCOCCOCCCNC(=O)CCC(NC(=O)c2ccc(NCc3cnc4nc(N)[nH]c(=O)c4n3)cc2)C(=O)O)c(=O)c1=O, O=C(O)C(F)(F)F. The product is NCCOCCOCCOCCOCCOCCOCCOCCOCCOCCOCCOCCNc1c(NCCCOCCOCCOCCCNC(=O)CCC(NC(=O)c2ccc(NCc3cnc4nc(N)[nH]c(=O)c4n3)cc2)C(=O)O)c(=O)c1=O. RXN SMILES: [NH2:1][c:2]1[n:3][c:4]2[n:5][cH:6][c:7]([CH2:13][NH:14][c:15]3[cH:16][cH:17][c:18]([C:19](=[O:20])[NH:21][CH:22]([CH2:23][CH2:24][C:25]([NH:26][CH2:27][CH2:28][CH2:29][O:30][CH2:31][CH2:32][O:33][CH2:34][CH2:35][O:36][CH2:37][CH2:38][CH2:39][NH:40][c:41]4[c:42]([NH:47][CH2:48][CH2:49][O:50][CH2:51][CH2:52][O:53][CH2:54][CH2:55][O:56][CH2:57][CH2:58][O:59][CH2:60][CH2:61][O:62][CH2:63][CH2:64][O:65][CH2:66][CH2:67][O:68][CH2:69][CH2:70][O:71][CH2:72][CH2:73][O:74][CH2:75][CH2:76][O:77][CH2:78][CH2:79][O:80][CH2:81][CH2:82][NH:83][C:84](=[O:85])[O:86][C:87]([CH3:88])([CH3:89])[CH3:90])[c:43](=[O:46])[c:44]4=[O:45])=[O:91])[C:92](=[O:93])[OH:94])[cH:95][cH:96]3)[n:8][c:9]2[c:10](=[O:12])[nH:11]1.[OH:97][C:98]([C:99]([F:100])([F:101])[F:102])=[O:103]>>[NH2:1][c:2]1[n:3][c:4]2[n:5][cH:6][c:7]([CH2:13][NH:14][c:15]3[cH:16][cH:17][c:18]([C:19](=[O:20])[NH:21][CH:22]([CH2:23][CH2:24][C:25]([NH:26][CH2:27][CH2:28][CH2:29][O:30][CH2:31][CH2:32][O:33][CH2:34][CH2:35][O:36][CH2:37][CH2:38][CH2:39][NH:40][c:41]4[c:42]([NH:47][CH2:48][CH2:49][O:50][CH2:51][CH2:52][O:53][CH2:54][CH2:55][O:56][CH2:57][CH2:58][O:59][CH2:60][CH2:61][O:62][CH2:63][CH2:64][O:65][CH2:66][CH2:67][O:68][CH2:69][CH2:70][O:71][CH2:72][CH2:73][O:74][CH2:75][CH2:76][O:77][CH2:78][CH2:79][O:80][CH2:81][CH2:82][NH2:83])[c:43](=[O:46])[c:44]4=[O:45])=[O:91])[C:92](=[O:93])[OH:94])[cH:95][cH:96]3)[n:8][c:9]2[c:10](=[O:12])[nH:11]1. Starting materials: C(C1=CC=CC=C1)Br (benzyl bromide), Cl (hydrochloric acid), CN1C(N(CCC1)C)=O (1,3-dimethyl-3,4,5,6-tetrahydro-2(1H)-pyrimidinone), C[Si](C)(C)[N-][Si](C)(C)C.[Li+] (lithium bis(trimethylsilyl)amide), C=C1COC2=C(C(C1)S(=O)(=O)C1=CC=CC=C1)C=C(C=C2)C(=O)OC (methyl 3-methylene-5-(phenylsulfonyl)-2,3,4,5-tetrahydro-1-benzoxepin-7-carboxylate). Solvent: O1CCCC1 (tetrahydrofuran), ClCCl (dichloromethane), O (water), O1CCCC1 (tetrahydrofuran). Run at time 15 minute. The product is C(C1=CC=CC=C1)C1(CC(COC2=C1C=C(C=C2)C(=O)OC)=C)S(=O)(=O)C2=CC=CC=C2 (methyl 5-benzyl-3-methylene-5-(phenylsulfonyl)-2,3,4,5-tetrahydro-1-benzoxepin-7-carboxylate). Yield: 86.0%. RXN SMILES: CN1CCCN(C)C1=O.C[Si]([N-][Si](C)(C)C)(C)C.[Li+].[CH2:20]=[C:21]1[CH2:27][CH:26]([S:28]([C:31]2[CH:36]=[CH:35][CH:34]=[CH:33][CH:32]=2)(=[O:30])=[O:29])[C:25]2[CH:37]=[C:38]([C:41]([O:43][CH3:44])=[O:42])[CH:39]=[CH:40][C:24]=2[O:23][CH2:22]1.[CH2:45](Br)[C:46]1[CH:51]=[CH:50][CH:49]=[CH:48][CH:47]=1.Cl>O1CCCC1.ClCCl.O>[CH2:45]([C:26]1([S:28]([C:31]2[CH:36]=[CH:35][CH:34]=[CH:33][CH:32]=2)(=[O:30])=[O:29])[C:25]2[CH:37]=[C:38]([C:41]([O:43][CH3:44])=[O:42])[CH:39]=[CH:40][C:24]=2[O:23][CH2:22][C:21](=[CH2:20])[CH2:27]1)[C:46]1[CH:51]=[CH:50][CH:49]=[CH:48][CH:47]=1 |f:1.2|. Procedure details: 0.072 ml (1.1 equivalents) of 1,3-dimethyl-3,4,5,6-tetrahydro-2(1H)-pyrimidinone and then 0.6 ml (1.1 equivalents) of 1.06M lithium bis(trimethylsilyl)amide in tetrahydrofuran are added at ambient temperature to 195 mg (0.55 mmol) of methyl 3-methylene-5-(phenylsulfonyl)-2,3,4,5-tetrahydro-1-benzoxepin-7-carboxylate, prepared according to example 1, in solution in 5 ml of tetrahydrofuran. The reaction medium then assumes a dark yellow color. After stirring for 15 minutes, 0.073 ml (1.1 equivalen... Starting materials: COC1=C2CCC(C2=CC=C1)=O (4-methoxy-1-indanone), CC(C=C)O (3-buten-2-ol), C1(=CC=C(C=C1)S(=O)(=O)O)C (p-toluenesulfonic acid). Solvent: COC(C)(C)OC (2,2-dimethoxypropane), C1(=CC=CC=C1)C (toluene). The product is C(C=CC)C1C(C2=CC=CC(=C2C1)OC)=O ((RS)-2-(2-buten-1-yl)-4-methoxy-1-indanone). Isolated yield 23.0%. As a reaction SMILES: [CH3:1][O:2][C:3]1[CH:11]=[CH:10][CH:9]=[C:8]2[C:4]=1[CH2:5][CH2:6][C:7]2=[O:12].[CH3:13][CH:14](O)[CH:15]=[CH2:16].C1(C)C=CC(S(O)(=O)=O)=CC=1>COC(OC)(C)C.C1(C)C=CC=CC=1>[CH2:13]([CH:6]1[CH2:5][C:4]2[C:8](=[CH:9][CH:10]=[CH:11][C:3]=2[O:2][CH3:1])[C:7]1=[O:12])[CH:14]=[CH:15][CH3:16]. Procedure: A solution of 21.5 g of 4-methoxy-1-indanone, 27.4 ml of 3-buten-2-ol and 210 mg of p-toluenesulfonic acid in 27.4 ml of 2,2-dimethoxypropane and 210 ml of anhydrous toluene was boiled under reflux for 16 hours. The reaction mixture was subsequently concentrated in a vacuum and purified by column chromatography on silica gel (hexane/ethyl acetate 9:1). 6.42 g (23%) of (RS)-2-(2-buten-1-yl)-4-methoxy-1-indanone were obtained as a yellow oil. Reactants: CCl (Methyl chloride), glass, ClC1=C(C=C2CC(C(C2=C1Cl)=O)C1=CC=CC=C1)OC (6,7-dichloro-5-methoxy-2-phenyl-1-indanone), [Br-] (bromide), [OH-].[Na+] (sodium hydroxide). The solvent is C1(=CC=CC=C1)C (toluene), C1(=CC=CC=C1)C (toluene), O (water), C1(=CC=CC=C1)C (toluene). Conditions: time 18 hour. Isolated yield 98.0%. As a reaction SMILES: [CH3:1]Cl.[Cl:3][C:4]1[C:12]([Cl:13])=[C:11]2[C:7]([CH2:8][CH:9]([C:15]3[CH:20]=[CH:19][CH:18]=[CH:17][CH:16]=3)[C:10]2=[O:14])=[CH:6][C:5]=1[O:21][CH3:22].[Br-].[OH-].[Na+]>C1(C)C=CC=CC=1.O>[Cl:3][C:4]1[C:12]([Cl:13])=[C:11]2[C:7]([CH2:8][C:9]([CH3:1])([C:15]3[CH:16]=[CH:17][CH:18]=[CH:19][CH:20]=3)[C:10]2=[O:14])=[CH:6][C:5]=1[O:21][CH3:22] |f:3.4|. Reported procedure: A 35 ml glass pressure bottle, fitted with an efficient magnetic stirrer was charged with 25 ml of toluene. Methyl chloride (1.01 g, 20 mmole) were dissolved in the toluene and to this solution there were added 0.61 g (2 mmole) of 6,7-dichloro-5-methoxy-2-phenyl-1-indanone, 0.21 g (0.4 mole) of N-p-(trifluoromethylbenzyl) cinchoninium bromide and 5 ml of 50% aqueous sodium hydroxide. The reaction mixture was sealed with a screw cap and vigorously stirred for 18 hours at room temperature (22°-25°... The product is ClC1=C(C=C2CC(C(C2=C1Cl)=O)(C1=CC=CC=C1)C)OC (6,7-Dichloro-5-methoxy-2-methyl-2-phenyl-1-indanone). The solvent is C(C)(=O)O (acetic acid). The reactants are O1C(OCC1)CC(C(=O)C1=CC=CC=C1)C (3-(1,3-Dioxolan-2-yl)-2-methylpropiophenone), C(C)(=O)NCCN (N-acetylethylenediamine). Yield: 58.9%. Reported procedure: 3-(1,3-Dioxolan-2-yl)-2-methylpropiophenone (7.1 g) was added to a solution of 6.6 g of N-acetylethylenediamine in 100 ml of acetic acid under argon and while stirring. The reaction solution was boiled for 18 hours and the acetic acid was subsequently removed in a vacuum. The residue was taken up in 200 ml of methylene chloride and washed with a mixture of 100 ml of saturated sodium hydrogen carbonate solution and 160 ml of 2N sodium hydroxide solution. The aqueous phase was back-extracted twice... Reaction SMILES: O1CCO[CH:2]1[CH2:6][CH:7]([CH3:16])[C:8]([C:10]1[CH:15]=[CH:14][CH:13]=[CH:12][CH:11]=1)=O.[C:17]([NH:20][CH2:21][CH2:22][NH2:23])(=[O:19])[CH3:18]>C(O)(=O)C>[CH3:16][C:7]1[CH:6]=[CH:2][N:23]([CH2:22][CH2:21][NH:20][C:17](=[O:19])[CH3:18])[C:8]=1[C:10]1[CH:11]=[CH:12][CH:13]=[CH:14][CH:15]=1. Reaction conditions: time 18 hour. Yields the product CC1=C(N(C=C1)CCNC(C)=O)C1=CC=CC=C1 (N-[2-[3-methyl-2-phenylpyrrol-1-yl]ethyl]acetamide). Starting materials: CCO, CC(=Cc1ccc(F)cc1)C(=O)O. Yields the product CC(Cc1ccc(F)cc1)C(=O)O. As a reaction SMILES: [CH3:14][CH2:15][OH:16].[F:1][c:2]1[cH:3][cH:4][c:5]([CH:6]=[C:7]([C:8](=[O:9])[OH:10])[CH3:11])[cH:12][cH:13]1>>[F:1][c:2]1[cH:3][cH:4][c:5]([CH2:6][CH:7]([C:8](=[O:9])[OH:10])[CH3:11])[cH:12][cH:13]1. Starting materials: tert-butyl ester, Cl (hydrochloric acid), tetraalkylammonium carbonate, O=S1(CCN(CC1)C1CCN(CC1)C(=O)O)=O (4-(1,1-dioxo-1lambda6-thiomorpholin-4-yl)-piperidine-1-carboxylic acid). The solvent is O1CCOCC1 (dioxane), ClCCl (dichloromethane). Run at time 18 hour. Yields the product N1CCC(CC1)N1CCS(CC1)(=O)=O (4-piperidin-4-yl-thiomorpholine 1,1-dioxide). Reaction SMILES: [O:1]=[S:2]1(=[O:17])[CH2:7][CH2:6][N:5]([CH:8]2[CH2:13][CH2:12][N:11](C(O)=O)[CH2:10][CH2:9]2)[CH2:4][CH2:3]1.Cl>ClCCl.O1CCOCC1>[NH:11]1[CH2:10][CH2:9][CH:8]([N:5]2[CH2:4][CH2:3][S:2](=[O:1])(=[O:17])[CH2:7][CH2:6]2)[CH2:13][CH2:12]1. Reported procedure: 0.786 g of tert-butyl ester of 4-(1,1-dioxo-1lambda6-thiomorpholin-4-yl)-piperidine-1-carboxylic acid is put in 5 ml of dichloromethane. 12.3 ml of 4M hydrochloric acid in dioxane is added at room temperature. The solution is stirred for 18 h and evaporated to dryness. The product thus obtained is returned to the basic state by means of tetraalkylammonium carbonate resin at a rate of 2 g per mmol. 0.555 g of 4-piperidin-4-yl-thiomorpholine 1,1-dioxide is obtained. Reactants: C(=O)O (formic acid), OO (hydrogen peroxide), BrC1=NC=C2C=CC(=NC2=C1)C (7-Bromo-2-methyl-1,6-napthyridine), [Se](=O)=O (selenium dioxide). The solvent is O1CCOCC1 (dioxane), C(Cl)Cl (DCM). Reaction conditions: temperature 0 celsius, time 1 hour. Product: BrC1=NC=C2C=CC(=NC2=C1)C(=O)O (7-Bromo-1,6-naphthyridine-2-carboxylic acid). Reaction SMILES: [Br:1][C:2]1[CH:11]=[C:10]2[C:5]([CH:6]=[CH:7][C:8](C)=[N:9]2)=[CH:4][N:3]=1.[Se](=O)=O.[CH:16]([OH:18])=[O:17].OO>O1CCOCC1.C(Cl)Cl>[Br:1][C:2]1[CH:11]=[C:10]2[C:5]([CH:6]=[CH:7][C:8]([C:16]([OH:18])=[O:17])=[N:9]2)=[CH:4][N:3]=1. Reported procedure: 7-Bromo-2-methyl-1,6-napthyridine (Preparation 65, 206 mg, 0.92 mmol) and selenium dioxide (102.5 mg, 0.92 mmol) were heated in dioxane (3 mL) at 80° C. for 2 hours. The reaction was diluted with DCM (6 mL) and filtered through celite. The filter cake was washed with DCM (3×9 mL) and the combined filtrates concentrated in vacuo. The residue was stirred with formic acid (1 mL) and hydrogen peroxide (35% aqueous solution, 50 uL, 0.67 mmol) was added. The reaction was stirred at 0° C. for 1 hour be... The reactants are C(\C=C\C(=O)O)(=O)O (Fumaric acid), ClC1=CC(=C(C#N)C=C1)OC1=C(C(=CC=C1)CN(C)C)SCC (4-chloro-2-(3-dimethylaminomethyl-2-ethylsulfanyl-phenoxy)-benzonitrile). Run in CO (methanol). Reaction conditions: time 17 hour. Product: C(\C=C\C(=O)O)(=O)O.ClC1=CC(=C(C#N)C=C1)OC1=C(C(=CC=C1)CN(C)C)S(=O)CC (4-Chloro-2-(3-dimethylaminomethyl-2-ethylsulfinyl-phenoxy)-benzonitrile fumarate). As a reaction SMILES: [C:1]([OH:8])(=[O:7])/[CH:2]=[CH:3]/[C:4]([OH:6])=[O:5].[Cl:9][C:10]1[CH:17]=[CH:16][C:13]([C:14]#[N:15])=[C:12]([O:18][C:19]2[CH:24]=[CH:23][CH:22]=[C:21]([CH2:25][N:26]([CH3:28])[CH3:27])[C:20]=2[S:29][CH2:30][CH3:31])[CH:11]=1>CO>[C:1]([OH:8])(=[O:7])/[CH:2]=[CH:3]/[C:4]([OH:6])=[O:5].[Cl:9][C:10]1[CH:17]=[CH:16][C:13]([C:14]#[N:15])=[C:12]([O:18][C:19]2[CH:24]=[CH:23][CH:22]=[C:21]([CH2:25][N:26]([CH3:27])[CH3:28])[C:20]=2[S:29]([CH2:30][CH3:31])=[O:5])[CH:11]=1 |f:3.4|. Procedure: 4-Chloro-2-fluorobenzonitrile (0.567 g, 3.6 mmol), 3-dimethylaminomethyl-2-ethylsulfanyl-phenol hydrobromide (0.77 g, 2.6 mmol) and cesium carbonate (1.19 g, 3.6 mmol) were heated with stirring in dry DMF (4 mL) at 50° C. for 17 h. More cesium carbonate (1.19 g, 3.6 mmol) was added. After 1 h, the reaction was complete by LC/MS analysis. The reaction mixture was cooled, poured into water and extracted with ethyl acetate. The ethyl acetate layer was separated, washed with water (1×), 10% sodium c... The reactants are BrBr (Bromine), ClCl (chlorine), O1C(=CC=C1)C(C)O (1(2-furyl)-1-ethanol), O1CCCC1 (tetrahydrofuran). Solvent: O (water). Conditions: temperature 0 celsius. Yields the product CC1=C(C(=O)C=CO1)O (maltol). RXN SMILES: [O:1]1CCCC1.ClCl.[O:8]1[CH:12]=[CH:11][CH:10]=[C:9]1[CH:13]([OH:15])[CH3:14].BrBr>O>[CH3:14][C:13]1[O:15][CH:12]=[CH:11][C:10](=[O:1])[C:9]=1[OH:8]. Procedure details: In a 3-neck round bottom flask equipped with a magnetic stirring bar, a gas inlet tube, a thermometer and an additional funnel was added 50 ml of tetrahydrofuran and 50 ml of water. This solution was then cooled to 0° C. and chlorine (0.10 mole) was added slowly to the reaction flask while 1(2-furyl)-1-ethanol (0.09 mole) was added dropwise. The temperature of the reaction mixture was not allowed to exceed 10° C. Bromine (0.10 mole) was then added and the reaction mixture heated to reflux. Follo...